Task: describe an organic reaction: reactants, conditions, products, and yield. Dataset: the Open Reaction Database (ORD), a public repository of structured organic reaction records The reactants are BrC1=CC(=C(N)C=C1)F (4-Bromo-2-fluoroaniline), CN1C(=CC=C1C#N)B(O)O (1-methyl-5-cyano-2-pyrroleboronic acid), [F-].[K+] (KF). Reagents/catalysts: C=1C=CC(=CC1)/C=C/C(=O)/C=C/C2=CC=CC=C2.C=1C=CC(=CC1)/C=C/C(=O)/C=C/C2=CC=CC=C2.C=1C=CC(=CC1)/C=C/C(=O)/C=C/C2=CC=CC=C2.[Pd].[Pd] (Pd2(dba)3), C(C)(C)(C)P(C(C)(C)C)C(C)(C)C (tri-t-butylphosphine). Run in CCOC(=O)C (EtOAc). Reaction conditions: temperature 25 celsius, time 5 hour. Yields the product NC1=C(C=C(C=C1)C1=CC=C(N1C)C#N)F (5-(4-amino-3-fluorophenyl)-1-methyl-1H-pyrrole-2-carbonitrile). Isolated yield 27.6%. RXN SMILES: Br[C:2]1[CH:8]=[CH:7][C:5]([NH2:6])=[C:4]([F:9])[CH:3]=1.[CH3:10][N:11]1[C:15]([C:16]#[N:17])=[CH:14][CH:13]=[C:12]1B(O)O.[F-].[K+]>CCOC(C)=O.C1C=CC(/C=C/C(/C=C/C2C=CC=CC=2)=O)=CC=1.C1C=CC(/C=C/C(/C=C/C2C=CC=CC=2)=O)=CC=1.C1C=CC(/C=C/C(/C=C/C2C=CC=CC=2)=O)=CC=1.[Pd].[Pd].C(P(C(C)(C)C)C(C)(C)C)(C)(C)C>[NH2:6][C:5]1[CH:7]=[CH:8][C:2]([C:12]2[N:11]([CH3:10])[C:15]([C:16]#[N:17])=[CH:14][CH:13]=2)=[CH:3][C:4]=1[F:9] |f:2.3,5.6.7.8.9|. Procedure details: 4-Bromo-2-fluoroaniline (2.42 g, 12.8 mmol), 1-methyl-5-cyano-2-pyrroleboronic acid (2.3 g, 15.3 mmol), KF (2.45 g, 42.2 mmol), and Pd2(dba)3 (147 mg, 0.16 mmol) were added to a 100 mL round bottom flask under nitrogen. The flask was sealed and purged with nitrogen for 5 min. THF (32 mL) was added and the mixture was purged with nitrogen for an additional 5 min. A solution of tri-t-butylphosphine (10 wt % in hexanes) (0.95 mL, 0.32 mmol) was added via syringe and the mixture was stirred vigorous... Starting materials: C(C)(C)(C)OC(NC(C)C1=C(C=C(C=C1)C(NC1=CC=NC=C1)=O)Br)=O ({1-[2-bromo-4-(pyridine-4-ylcarbamoyl)-phenyl]-ethyl}-carbamic acid tert-butyl ester), OC=1C=C(C=CC1)B(O)O (3-hydroxyphenylboronic acid), 1/1, C(=O)([O-])[O-].[Na+].[Na+] (Na2CO3). Reagents/catalysts: C=1C=CC(=CC1)[P](C=2C=CC=CC2)(C=3C=CC=CC3)[Pd]([P](C=4C=CC=CC4)(C=5C=CC=CC5)C=6C=CC=CC6)([P](C=7C=CC=CC7)(C=8C=CC=CC8)C=9C=CC=CC9)[P](C=1C=CC=CC1)(C=1C=CC=CC1)C=1C=CC=CC1 (Pd tetrakis). Run in COCCOC.CCO (DME EtOH). Run at temperature 130 celsius. Product: C(C)(C)(C)OC(NC(C)C1=C(C=C(C=C1)C(NC1=CC=NC=C1)=O)C1=CC(=CC=C1)O)=O ({1-[3′-Hydroxy-5-(pyridin-4-ylcarbamoyl)-biphenyl-2-yl]-ethyl}-carbamic acid tert-butyl ester). As a reaction SMILES: [C:1]([O:5][C:6](=[O:26])[NH:7][CH:8]([C:10]1[CH:15]=[CH:14][C:13]([C:16](=[O:24])[NH:17][C:18]2[CH:23]=[CH:22][N:21]=[CH:20][CH:19]=2)=[CH:12][C:11]=1Br)[CH3:9])([CH3:4])([CH3:3])[CH3:2].[OH:27][C:28]1[CH:29]=[C:30](B(O)O)[CH:31]=[CH:32][CH:33]=1.C([O-])([O-])=O.[Na+].[Na+]>COCCOC.CCO.C1C=CC([P]([Pd]([P](C2C=CC=CC=2)(C2C=CC=CC=2)C2C=CC=CC=2)([P](C2C=CC=CC=2)(C2C=CC=CC=2)C2C=CC=CC=2)[P](C2C=CC=CC=2)(C2C=CC=CC=2)C2C=CC=CC=2)(C2C=CC=CC=2)C2C=CC=CC=2)=CC=1>[C:1]([O:5][C:6](=[O:26])[NH:7][CH:8]([C:10]1[CH:15]=[CH:14][C:13]([C:16](=[O:24])[NH:17][C:18]2[CH:23]=[CH:22][N:21]=[CH:20][CH:19]=2)=[CH:12][C:11]=1[C:32]1[CH:31]=[CH:30][CH:29]=[C:28]([OH:27])[CH:33]=1)[CH3:9])([CH3:4])([CH3:3])[CH3:2] |f:2.3.4,5.6,^1:55,57,76,95|. Procedure: To a solution of {1-[2-bromo-4-(pyridine-4-ylcarbamoyl)-phenyl]-ethyl}-carbamic acid tert-butyl ester (2087 μmol) and 3-hydroxyphenylboronic acid (1.55 eq) in a mixture of DME/EtOH: 1/1 (8 ml) were added Na2CO3 (4 eq) and Pd tetrakis (0.05 eq.). The reaction mixture was flushed with Ar and was heated in the microwave at 130° C. for 1.5 hours. The reaction mixture was cooled to RT, diluted with 1N NaHCO3 and extracted with EtOAc. The organic layer was extracted with 1N NaHCO3 and the combined aqu... Reactants: N1C=NC=C1 (imidazole), ClC=1N=C(C2=C(N1)SC(=C2)[N+](=O)[O-])NCC2=CC(=C(C=C2)Cl)Cl (2-chloro-6-nitro-4-(3,4-dichlorobenzylamino)-thieno-[2,3-d]-pyrimidine). The product is N1(C=NC=C1)C=1N=C(C2=C(N1)SC(=C2)[N+](=O)[O-])NCC2=CC(=C(C=C2)Cl)Cl (2-(imidazol-1-yl)-6-nitro-4-(3,4-dichlorobenzylamino)-thieno-[2,3-d]-pyrimidine). Reaction SMILES: [NH:1]1[CH:5]=[CH:4][N:3]=[CH:2]1.Cl[C:7]1[N:8]=[C:9]([NH:19][CH2:20][C:21]2[CH:26]=[CH:25][C:24]([Cl:27])=[C:23]([Cl:28])[CH:22]=2)[C:10]2[CH:15]=[C:14]([N+:16]([O-:18])=[O:17])[S:13][C:11]=2[N:12]=1>>[N:1]1([C:7]2[N:8]=[C:9]([NH:19][CH2:20][C:21]3[CH:26]=[CH:25][C:24]([Cl:27])=[C:23]([Cl:28])[CH:22]=3)[C:10]3[CH:15]=[C:14]([N+:16]([O-:18])=[O:17])[S:13][C:11]=3[N:12]=2)[CH:5]=[CH:4][N:3]=[CH:2]1. Procedure details: Following the procedure of Example 97, the reaction of imidazole with 2-chloro-6-nitro-4-(3,4-dichlorobenzylamino)-thieno-[2,3-d]-pyrimidine gives 2-(imidazol-1-yl)-6-nitro-4-(3,4-dichlorobenzylamino)-thieno-[2,3-d]-pyrimidine. The reactants are BrC=1C(=NN2C1C=CC=C2NC2CCCC2)C2=CC=C(C=C2)F (3-bromo-N-cyclopentyl-2-(4-fluorophenyl)pyrazolo[1,5-α]pyridin-7-amine), FC1=NC=CC(=C1)B(O)O (2-fluoropyridin-4-ylboronic acid). Yields the product C1(CCCC1)NC1=CC=CC=2N1N=C(C2C2=CC(=NC=C2)F)C2=CC=C(C=C2)F (N-cyclopentyl-2-(4-fluorophenyl)-3-(2-fluoro-4-pyridinyl)pyrazolo[1,5-α]pyridin-7-amine). The yield is 72.0%. RXN SMILES: Br[C:2]1[C:3]([C:17]2[CH:22]=[CH:21][C:20]([F:23])=[CH:19][CH:18]=2)=[N:4][N:5]2[C:10]([NH:11][CH:12]3[CH2:16][CH2:15][CH2:14][CH2:13]3)=[CH:9][CH:8]=[CH:7][C:6]=12.[F:24][C:25]1[CH:30]=[C:29](B(O)O)[CH:28]=[CH:27][N:26]=1>>[CH:12]1([NH:11][C:10]2[N:5]3[N:4]=[C:3]([C:17]4[CH:22]=[CH:21][C:20]([F:23])=[CH:19][CH:18]=4)[C:2]([C:29]4[CH:28]=[CH:27][N:26]=[C:25]([F:24])[CH:30]=4)=[C:6]3[CH:7]=[CH:8][CH:9]=2)[CH2:16][CH2:15][CH2:14][CH2:13]1. Reported procedure: In a similar manner to that in Example 28, from 3-bromo-N-cyclopentyl-2-(4-fluorophenyl)pyrazolo[1,5-α]pyridin-7-amine (240 mg, 0.64 mmol) and 2-fluoropyridin-4-ylboronic acid (271 mg, 1.92 mmol) after heating to 100° C. for 1.5 hours was formed N-cyclopentyl-2-(4-fluorophenyl)-3-(2-fluoro-4-pyridinyl)pyrazolo[1,5-α]pyridin-7-amine (180 mg, 72%) as a greenish solid. 1H NMR (CDCl3): δ 8.12 (d, 1H), 7.56 (m, 2H), 7.27 (m, 1H), 7.13–7.02 (m, 4H), 6.90 (s, 1H), 6.05–6.01 (m, 2H), 4.02 (m, 1H), 2.16 ... Reactants: BrC1=CN(C=2N=CN=C(C21)N[C@@H](C)C2=NN1C(C(N2C2=CC=CC=C2)=O)=C(C=C1)C)COCC[Si](C)(C)C ((S)-2-(1-((5-Bromo-7-((2-(trimethylsilyl)ethoxy)methyl)-7H-pyrrolo[2,3-d]pyrimidin-4-yl)amino)ethyl)-5-methyl-3-phenylpyrrolo[2,1-f][1,2,4]triazin-4(3H)-one), COC1=NC=C(C=C1N)B1OC(C(O1)(C)C)(C)C (2-methoxy-5-(4,4,5,5-tetramethyl-1,3,2-dioxaborolan-2-yl)pyridin-3-amine), C([O-])([O-])=O.[Na+].[Na+] (sodium carbonate). The reagents and catalysts are Cl[Pd]([P](C1=CC=CC=C1)(C2=CC=CC=C2)C3=CC=CC=C3)([P](C4=CC=CC=C4)(C5=CC=CC=C5)C6=CC=CC=C6)Cl (bis(triphenylphosphine)palladium(II) dichloride). The product is NC=1C=C(C=NC1OC)C1=CN(C=2N=CN=C(C21)N[C@@H](C)C2=NN1C(C(N2C2=CC=CC=C2)=O)=C(C=C1)C)COCC[Si](C)(C)C ((S)-2-(1-((5-(5-Amino-6-methoxypyridin-3-yl)-7-((2-(trimethylsilyl)ethoxy)methyl)-7H-pyrrolo[2,3-d]pyrimidin-4-yl)amino)ethyl)-5-methyl-3-phenylpyrrolo[2,1-f][1,2,4]triazin-4(3H)-one). Isolated yield 58.1%. Reaction SMILES: Br[C:2]1[C:10]2[C:9]([NH:11][C@H:12]([C:14]3[N:19]([C:20]4[CH:25]=[CH:24][CH:23]=[CH:22][CH:21]=4)[C:18](=[O:26])[C:17]4=[C:27]([CH3:30])[CH:28]=[CH:29][N:16]4[N:15]=3)[CH3:13])=[N:8][CH:7]=[N:6][C:5]=2[N:4]([CH2:31][O:32][CH2:33][CH2:34][Si:35]([CH3:38])([CH3:37])[CH3:36])[CH:3]=1.[CH3:39][O:40][C:41]1[C:46]([NH2:47])=[CH:45][C:44](B2OC(C)(C)C(C)(C)O2)=[CH:43][N:42]=1.C(=O)([O-])[O-].[Na+].[Na+]>Cl[Pd](Cl)([P](C1C=CC=CC=1)(C1C=CC=CC=1)C1C=CC=CC=1)[P](C1C=CC=CC=1)(C1C=CC=CC=1)C1C=CC=CC=1>[NH2:47][C:46]1[CH:45]=[C:44]([C:2]2[C:10]3[C:9]([NH:11][C@H:12]([C:14]4[N:19]([C:20]5[CH:25]=[CH:24][CH:23]=[CH:22][CH:21]=5)[C:18](=[O:26])[C:17]5=[C:27]([CH3:30])[CH:28]=[CH:29][N:16]5[N:15]=4)[CH3:13])=[N:8][CH:7]=[N:6][C:5]=3[N:4]([CH2:31][O:32][CH2:33][CH2:34][Si:35]([CH3:38])([CH3:37])[CH3:36])[CH:3]=2)[CH:43]=[N:42][C:41]=1[O:40][CH3:39] |f:2.3.4,^1:65,84|. Reported procedure: (S)-2-(1-((5-Bromo-7-((2-(trimethylsilyl)ethoxy)methyl)-7H-pyrrolo[2,3-d]pyrimidin-4-yl)amino)ethyl)-5-methyl-3-phenylpyrrolo[2,1-f][1,2,4]triazin-4(3H)-one (100 mg, 0.17 mmol) was treated with 2-methoxy-5-(4,4,5,5-tetramethyl-1,3,2-dioxaborolan-2-yl)pyridin-3-amine (101 mg, 0.4 mmol), sodium carbonate (43 mg, 0.41 mmols) and bis(triphenylphosphine)palladium(II) dichloride (12 mg, 0.02 mmol) according to the method described in Preparation 62. The residue was purified using SP1® Purification Sys...